Dataset: the Open Reaction Database (ORD), a public repository of structured organic reaction records. Task: describe an organic reaction: reactants, conditions, products, and yield Reactants: COC=1C=CC2=C(C[C@H](O2)CN2CCC(CC2)(O)CC2=CC=C(C=C2)Cl)C1 ((S)-1-(5-methoxy-2,3-dihydro-benzofuran-2-ylmethyl)-4-(4-chloro-benzyl)-piperidin-4-ol). Solvent: CN(C)C=O (DMF). The product is OC=1C=CC2=C(C[C@H](O2)CN2CCC(CC2)(O)CC2=CC=C(C=C2)Cl)C1 ((S)-1-(5-Hydroxy-2,3-dihydro-benzofuran-2-ylmethyl)-4-(4-chloro-benzyl)-piperidin-4-ol). RXN SMILES: C[O:2][C:3]1[CH:4]=[CH:5][C:6]2[O:10][C@H:9]([CH2:11][N:12]3[CH2:17][CH2:16][C:15]([CH2:19][C:20]4[CH:25]=[CH:24][C:23]([Cl:26])=[CH:22][CH:21]=4)([OH:18])[CH2:14][CH2:13]3)[CH2:8][C:7]=2[CH:27]=1>CN(C=O)C>[OH:2][C:3]1[CH:4]=[CH:5][C:6]2[O:10][C@H:9]([CH2:11][N:12]3[CH2:17][CH2:16][C:15]([CH2:19][C:20]4[CH:21]=[CH:22][C:23]([Cl:26])=[CH:24][CH:25]=4)([OH:18])[CH2:14][CH2:13]3)[CH2:8][C:7]=2[CH:27]=1. Procedure: The title compound, MS: m/e=374.2 (M+H+) [α]=+32.4° (c=1.0, DMF), >99% e.e. by chiral phase HPLC, was prepared from (S)-1-(5-methoxy-2,3-dihydro-benzofuran-2-ylmethyl)-4-(4-chloro-benzyl)-piperidin-4-ol. The reactants are COc1ccc(CNC(=O)c2cc([N+](=O)[O-])ccc2NC2CCCN(C(=O)OC(C)(C)C)C2)cc1OC, CCOC(C)=O, Cl. Product: Cl, COc1ccc(CNC(=O)c2cc([N+](=O)[O-])ccc2NC2CCCNC2)cc1OC. RXN SMILES: [C:1]([O:2][C:3](=[O:4])[N:8]1[CH2:9][CH:10]([NH:14][c:15]2[c:16]([C:17](=[O:18])[NH:19][CH2:20][c:21]3[cH:22][c:23]([O:29][CH3:30])[c:24]([O:27][CH3:28])[cH:25][cH:26]3)[cH:31][c:32]([N+:35](=[O:36])[O-:37])[cH:33][cH:34]2)[CH2:11][CH2:12][CH2:13]1)([CH3:5])([CH3:6])[CH3:7].[CH3:39][CH2:40][O:41][C:42](=[O:43])[CH3:44].[ClH:38]>>[ClH:38].[NH:8]1[CH2:9][CH:10]([NH:14][c:15]2[c:16]([C:17](=[O:18])[NH:19][CH2:20][c:21]3[cH:22][c:23]([O:29][CH3:30])[c:24]([O:27][CH3:28])[cH:25][cH:26]3)[cH:31][c:32]([N+:35](=[O:36])[O-:37])[cH:33][cH:34]2)[CH2:11][CH2:12][CH2:13]1. Solvent: ClCCl (dichloromethane). Reaction conditions: time 2 hour. As a reaction SMILES: [CH2:1]([O:3][C:4](=[O:20])[C:5]1[CH:10]=[CH:9][C:8]([N:11]2[CH:15]=[C:14]([O:16]C)[C:13]([C:18]#[N:19])=[CH:12]2)=[CH:7][CH:6]=1)[CH3:2].B(Br)(Br)Br.O>ClCCl>[CH2:1]([O:3][C:4](=[O:20])[C:5]1[CH:6]=[CH:7][C:8]([N:11]2[CH:15]=[C:14]([OH:16])[C:13]([C:18]#[N:19])=[CH:12]2)=[CH:9][CH:10]=1)[CH3:2]. Isolated yield 67.7%. Procedure: To a solution of 4-(3-cyano-4-methoxypyrrole-1-yl)benzoic acid ethyl ester (0.081 g) in dichloromethane (3 mL) was added boron tribromide (0.33 mL, 1 mol/L dichloromethane solution) under ice-cooling, and this mixture was stirred at same temperature for 2 hours. To this reaction mixture was added water, and this mixture was extracted with diethyl ether. This organic layer was washed with brine, dried over anhydrous magnesium sulfate. The solvent was removed under reduced pressure. The residue wa... Starting materials: C(C)OC(C1=CC=C(C=C1)N1C=C(C(=C1)OC)C#N)=O (4-(3-cyano-4-methoxypyrrole-1-yl)benzoic acid ethyl ester), B(Br)(Br)Br (boron tribromide), O (water). Yields the product C(C)OC(C1=CC=C(C=C1)N1C=C(C(=C1)O)C#N)=O (4-(3-cyano-4-hydroxypyrrole-1-yl)benzoic acid ethyl ester). The reactants are C(C)N(C(C)C)C(C)C (N-ethyl-N-isopropylpropan-2-amine), N1CCC(CC1)C#N (piperidine-4-carbonitrile), C(=O)(Cl)Cl (phosgene). The solvent is ClCCl (dichloromethane), ClCCl (dichloromethane). Conditions: time 8 hour. Product: C(#N)C1CCN(CC1)C(=O)N (4-cyanopiperidine-1-carboxamide). RXN SMILES: [C:1](Cl)(Cl)=[O:2].C([N:7](C(C)C)C(C)C)C.[NH:14]1[CH2:19][CH2:18][CH:17]([C:20]#[N:21])[CH2:16][CH2:15]1>ClCCl>[C:20]([CH:17]1[CH2:18][CH2:19][N:14]([C:1]([NH2:7])=[O:2])[CH2:15][CH2:16]1)#[N:21]. Reported procedure: A round bottom flask containing phosgene (20% wt in toluene, 3.16 mL) and dichloromethane (10 mL) was cooled with an ice bath. A solution of N-ethyl-N-isopropylpropan-2-amine (1.393 mL) and piperidine-4-carbonitrile (0.441 g) in dichloromethane (5 mL) was added via a syringe dropwise. The mixture was stirred at room temperature overnight and then concentrated to dryness. The residue was dissolved in methanol (10 mL) and 2 mL of 7 N NH3 in methanol. The mixture was stirred at 50° C. overnight. Th... Starting materials: FC1=CC=C(C(=O)Cl)C=C1 (4-fluorobenzoyl chloride), [H-].[Na+] (sodium hydride), oil, OCC=1C(NC=CC1)=O (3-(hydroxymethyl)pyridine-2(1H)-one). Solvent: C1CCOC1 (THF). Reaction conditions: time 30 minute. Yields the product FC1=CC=C(C(=O)OCC=2C(NC=CC2)=O)C=C1 ((1,2-dihydro-2-oxopyridin-3-yl)methyl 4-fluorobenzoate). Isolated yield 14.9%. As a reaction SMILES: [H-].[Na+].[OH:3][CH2:4][C:5]1[C:6](=[O:11])[NH:7][CH:8]=[CH:9][CH:10]=1.[F:12][C:13]1[CH:21]=[CH:20][C:16]([C:17](Cl)=[O:18])=[CH:15][CH:14]=1>C1COCC1>[F:12][C:13]1[CH:21]=[CH:20][C:16]([C:17]([O:3][CH2:4][C:5]2[C:6](=[O:11])[NH:7][CH:8]=[CH:9][CH:10]=2)=[O:18])=[CH:15][CH:14]=1 |f:0.1|. Procedure: In Example 2, 0.0725 g of 60% sodium hydride (NaH) was dispersed in mineral oil (1.60 mmol) and was suspended in 40 mL of THF in a 100 mL RBF under the presence of argon gas. Then, 0.2003 g (1.60 mmol) of 3-(hydroxymethyl)pyridine-2(1H)-one was added slowly and the solution stirred for 30 min with gentle heating before 0.250 mL (2.08 mmol) of 4-fluorobenzoyl chloride was added dropwise. The reaction was allowed to stir with gentle heating and for 48 hours. The reaction was quenched with the addi... The reactants are CCS(=O)(=O)c1ccc(C#N)cc1, CO, N, [Ni]. Product: CCS(=O)(=O)c1ccc(CN)cc1. As a reaction SMILES: [CH2:1]([CH3:2])[S:3](=[O:4])(=[O:5])[c:6]1[cH:7][cH:8][c:9]([C:10]#[N:11])[cH:12][cH:13]1.[CH3:15][OH:16].[NH3:14].[Ni:17]>>[CH2:1]([CH3:2])[S:3](=[O:4])(=[O:5])[c:6]1[cH:7][cH:8][c:9]([CH2:10][NH2:11])[cH:12][cH:13]1. The reactants are ClC1=CC(=C(NC(OCC)=O)C=C1)F (ethyl 4-chloro-2-fluorocarbanilate), N\C(=C/C(=O)OCC)\C (ethyl 3-aminocrotonate). The product is ClC1=CC(=C(C=C1)N1C(NC(=CC1=O)C)=O)F (3-(4-chloro-2-fluorophenyl)-6-methyl-2,4(1H,3H) -pyrimidinedione). As a reaction SMILES: [Cl:1][C:2]1[CH:13]=[CH:12][C:5]([NH:6][C:7](=O)[O:8]CC)=[C:4]([F:14])[CH:3]=1.[NH2:15]/[C:16](/[CH3:23])=[CH:17]\[C:18]([O:20]CC)=O>>[Cl:1][C:2]1[CH:13]=[CH:12][C:5]([N:6]2[C:18](=[O:20])[CH:17]=[C:16]([CH3:23])[NH:15][C:7]2=[O:8])=[C:4]([F:14])[CH:3]=1. Procedure details: In an analogous manner, starting from ethyl 4-chloro-2-fluorocarbanilate and ethyl 3-aminocrotonate there is obtained 3-(4-chloro-2-fluorophenyl)-6-methyl-2,4(1H,3H) -pyrimidinedione. m.p. >220° C.; mass spectrum (m/e): 254 (M+), 235, 219, 17, 143, 108, 83, 68, 42; Product: CC(=O)N1CCc2sc(C(=O)CCCN3CCC(c4noc5cc(F)ccc45)CC3)cc2C1. RXN SMILES: [C:1]([CH3:2])(=[O:3])[N:4]1[CH2:5][c:6]2[c:7]([s:10][c:11]([C:13]([CH2:14][CH2:15][CH2:16][Cl:17])=[O:18])[cH:12]2)[CH2:8][CH2:9]1.[C:36]([OH:37])(=[O:38])[C:39]([OH:40])=[O:41].[ClH:19].[F:20][c:21]1[cH:22][c:23]2[c:24]([c:25]([CH:28]3[CH2:29][CH2:30][NH:31][CH2:32][CH2:33]3)[n:26][o:27]2)[cH:34][cH:35]1.[s:42]1[c:43]2[cH:44][cH:45][cH:46][cH:47][c:48]2[c:49]([N:50]2[CH2:51][CH2:52][N:53]([CH2:54][CH2:55][CH2:56][C:57]([c:58]3[s:59][c:60]4[c:67]([cH:68]3)[C:65](=[O:66])[NH:64][CH2:63][CH2:62][S:61]4)=[O:69])[CH2:70][CH2:71]2)[n:72]1>>[C:1]([CH3:2])(=[O:3])[N:4]1[CH2:5][c:6]2[c:7]([s:10][c:11]([C:13]([CH2:14][CH2:15][CH2:16][N:31]3[CH2:30][CH2:29][CH:28]([c:25]4[c:24]5[c:23]([cH:22][c:21]([F:20])[cH:35][cH:34]5)[o:27][n:26]4)[CH2:33][CH2:32]3)=[O:18])[cH:12]2)[CH2:8][CH2:9]1. Reactants: CC(=O)N1CCc2sc(C(=O)CCCCl)cc2C1, O=C(O)C(=O)O, Cl, Fc1ccc2c(C3CCNCC3)noc2c1, O=C(CCCN1CCN(c2nsc3ccccc23)CC1)c1cc2c(s1)SCCNC2=O.